This data is from the Open Reaction Database (ORD), a public repository of structured organic reaction records. The task is: describe an organic reaction: reactants, conditions, products, and yield Starting materials: C(CCCCCCC\C=C/CCCCCCCC)(=O)[O-].[Na+] (sodium oleate), P(=O)(O)(O)[O-].[Na+] (sodium dihydrogen phosphate). Solvent: C(C)O (ethanol). The product is C(C1=CC=CC=C1)(=O)[O-].[Na+] (sodium benzoate). Reaction SMILES: [C:1]([O-:20])(=[O:19])[CH2:2][CH2:3][CH2:4][CH2:5][CH2:6][CH2:7]C/C=C\CCCCCCCC.[Na+:21].P([O-])(O)(O)=O.[Na+]>C(O)C>[C:1]([O-:20])(=[O:19])[C:2]1[CH:3]=[CH:4][CH:5]=[CH:6][CH:7]=1.[Na+:21] |f:0.1,2.3,5.6|. Reported procedure: A liquefied composition containing 5 weight percent of sodium oleate, 5 weight percent of ethanol, enough sodium dihydrogen phosphate to obtain a pH of 9.8, 0.1 weight percent of sodium benzoate, and the remainder sterile distilled water (q.s.). The liquefied composition (termed GHT 7701) was placed in amber glass bottles.